From a dataset of the Open Reaction Database (ORD), a public repository of structured organic reaction records. describe an organic reaction: reactants, conditions, products, and yield Starting materials: ClC1=C(C=C(C(=C1)F)[N+](=O)[O-])O (2-chloro-4-fluoro-5-nitrophenol), [OH-].[K+] (potassium hydroxide), ClC(C(=O)OC)C (methyl 2-chloropropionate). Solvent: CO (methanol). Run at time 30 minute. The product is ClC1=C(OC(C(=O)OC)C)C=C(C(=C1)F)[N+](=O)[O-] (Methyl 2-(2-chloro-4-fluoro-5-nitrophenoxy)propionate). Reaction SMILES: [Cl:1][C:2]1[CH:7]=[C:6]([F:8])[C:5]([N+:9]([O-:11])=[O:10])=[CH:4][C:3]=1[OH:12].[OH-].[K+].Cl[CH:16]([CH3:21])[C:17]([O:19][CH3:20])=[O:18]>CO>[Cl:1][C:2]1[CH:7]=[C:6]([F:8])[C:5]([N+:9]([O-:11])=[O:10])=[CH:4][C:3]=1[O:12][CH:16]([CH3:21])[C:17]([O:19][CH3:20])=[O:18] |f:1.2|. Procedure: At 22° C., 100 g (0.522 mol) of 2-chloro-4-fluoro-5-nitrophenol were added with stirring to a solution of 34.5 g (0.522 mol) of 85% strength potassium hydroxide in 500 ml of methanol, and the mixture was stirred for another 30 min. At 40° C., the reaction mixture was then concentrated under reduced pressure. The residue was dried at 50° C. in a vacuum cabinet overnight. The pulverulent residue was then, at 40° C., dissolved with stirring in 1 l of dimethylformamide (DMF), 70.7 g (0.574 mol) of m... The solvent is O (water), O1CCCC1 (tetrahydrofuran). Reactants: Cl.NCC#N (aminoacetonitrile hydrochloride), [OH-].[Na+] (sodium hydroxide), CSC1=C(C(=O)Cl)C=CC=N1 (2 -(methylthio)nicotinoyl chloride). Reaction conditions: temperature 0 celsius, time 30 minute. RXN SMILES: Cl.[NH2:2][CH2:3][C:4]#[N:5].[CH3:6][S:7][C:8]1[N:16]=[CH:15][CH:14]=[CH:13][C:9]=1[C:10](Cl)=[O:11].[OH-].[Na+]>O.O1CCCC1>[CH3:6][S:7][C:8]1[N:16]=[CH:15][CH:14]=[CH:13][C:9]=1[C:10]([NH:5][CH2:4][C:3]#[N:2])=[O:11] |f:0.1,3.4|. Procedure: To a stirred solution of aminoacetonitrile hydrochloride (5.95 g) in a mixture of water (100 ml) and tetrahydrofuran (100 ml) was added slowly 2 -(methylthio)nicotinoyl chloride (10 g) at 0° C. while adjusting pH to 8-9 with 4N-aqueous sodium hydroxide. After stirring for 30 minutes at 0° C., the solvent was evaporated to give a residue, which was chromatographed on silica gel (350 ml) eluting with ethyl acetate to give [2-(methylthio)nicotinoyl]aminoacetonitrile (9.9 g). Yields the product CSC1=C(C(=O)NCC#N)C=CC=N1 ([2-(methylthio)nicotinoyl]aminoacetonitrile). Isolated yield 89.6%. Reactants: ClC(Cl)Cl, CC(C)(C)OC(=O)N(Cc1ccc2c(c1)OCCO2)C1CCN(CCn2c(=O)ccc3c(Br)cccc32)CC1, O=C(O)C(F)(F)F. The product is O=c1ccc2c(Br)cccc2n1CCN1CCC(NCc2ccc3c(c2)OCCO3)CC1. RXN SMILES: [CH:47]([Cl:48])([Cl:49])[Cl:50].[O:1]1[CH2:2][CH2:3][O:4][c:5]2[c:6]1[cH:7][cH:8][c:9]([CH2:11][N:12]([C:13](=[O:14])[O:15][C:16]([CH3:17])([CH3:18])[CH3:19])[CH:20]1[CH2:21][CH2:22][N:23]([CH2:26][CH2:27][n:28]3[c:29](=[O:39])[cH:30][cH:31][c:32]4[c:33]([Br:38])[cH:34][cH:35][cH:36][c:37]34)[CH2:24][CH2:25]1)[cH:10]2.[OH:40][C:41]([C:42]([F:43])([F:44])[F:45])=[O:46]>>[O:1]1[CH2:2][CH2:3][O:4][c:5]2[c:6]1[cH:7][cH:8][c:9]([CH2:11][NH:12][CH:20]1[CH2:21][CH2:22][N:23]([CH2:26][CH2:27][n:28]3[c:29](=[O:39])[cH:30][cH:31][c:32]4[c:33]([Br:38])[cH:34][cH:35][cH:36][c:37]34)[CH2:24][CH2:25]1)[cH:10]2. Starting materials: C(C1=CC=CC=C1)OC=1C=C(C(=O)O)C=CC1C (3-(benzyloxy)-4-methylbenzoic acid), solution, O (water), CO (Methanol). The solvent is C1CCOC1 (THF), C1CCOC1 (THF). Reaction conditions: time 2 hour. The product is C(C1=CC=CC=C1)OC=1C=C(C=CC1C)CO ((3-(benzyloxy)-4-methylphenyl)methanol). Isolated yield 98.5%. Reaction SMILES: [CH2:1]([O:8][C:9]1[CH:10]=[C:11]([CH:15]=[CH:16][C:17]=1[CH3:18])[C:12](O)=[O:13])[C:2]1[CH:7]=[CH:6][CH:5]=[CH:4][CH:3]=1.CO.O>C1COCC1>[CH2:1]([O:8][C:9]1[CH:10]=[C:11]([CH2:12][OH:13])[CH:15]=[CH:16][C:17]=1[CH3:18])[C:2]1[CH:7]=[CH:6][CH:5]=[CH:4][CH:3]=1. Procedure details: To a solution of 3-(benzyloxy)-4-methylbenzoic acid (2.80 g) in THF (10 mL) was added dropwise a 1.0 M solution of borane-THF complex in THF (23 mL) at room temperature over 30 min, and the mixture was stirred for 2 hr. Methanol (20 mL) was added dropwise to the reaction mixture over 20 min, and water was further added. The reaction mixture was extracted with ethyl acetate, and the extract was washed with saturated brine. The organic layer was dried over anhydrous sodium sulfate. The solvent was... Reactants: Cn1ccccc1=O, COc1cc(N2CCN(C(=O)Cn3nc(I)c4cccnc43)CC2)ccc1Cl, N#C[Cu]. Product: COc1cc(N2CCN(C(=O)Cn3nc(C#N)c4cccnc43)CC2)ccc1Cl. As a reaction SMILES: [CH3:32][n:33]1[cH:34][cH:35][cH:36][cH:37][c:38]1=[O:39].[Cl:1][c:2]1[c:3]([O:27][CH3:28])[cH:4][c:5]([N:8]2[CH2:9][CH2:10][N:11]([C:14]([CH2:15][n:16]3[n:17][c:18]([I:25])[c:19]4[c:20]3[n:21][cH:22][cH:23][cH:24]4)=[O:26])[CH2:12][CH2:13]2)[cH:6][cH:7]1.[Cu:29][C:30]#[N:31]>>[Cl:1][c:2]1[c:3]([O:27][CH3:28])[cH:4][c:5]([N:8]2[CH2:9][CH2:10][N:11]([C:14]([CH2:15][n:16]3[n:17][c:18]([C:30]#[N:31])[c:19]4[c:20]3[n:21][cH:22][cH:23][cH:24]4)=[O:26])[CH2:12][CH2:13]2)[cH:6][cH:7]1. Reactants: ClC(=O)OC1=C(C=CC(=C1)C)C(C)C (2-isopropyl-5-methylphenyl chloroformate), CC(CO)(CO)C (2,2-dimethyl-1,3-propanediol). The product is C(C)(C)C1=C(OC(=O)OCC(CO)(C)C)C=C(C=C1)C (1-(2-Isopropyl-5-methylphenoxycarbonyloxy)-2,2-dimethyl-3-propanol). RXN SMILES: Cl[C:2]([O:4][C:5]1[CH:10]=[C:9]([CH3:11])[CH:8]=[CH:7][C:6]=1[CH:12]([CH3:14])[CH3:13])=[O:3].[CH3:15][C:16]([CH3:21])([CH2:19][OH:20])[CH2:17][OH:18]>>[CH:12]([C:6]1[CH:7]=[CH:8][C:9]([CH3:11])=[CH:10][C:5]=1[O:4][C:2]([O:18][CH2:17][C:16]([CH3:21])([CH3:15])[CH2:19][OH:20])=[O:3])([CH3:14])[CH3:13]. Procedure details: The reaction of 2-isopropyl-5-methylphenyl chloroformate with 2,2-dimethyl-1,3-propanediol is conducted on a 0.01 mole scale employing the same conditions as described in Example I. A 1.3 g yield of the pure product is obtained as an oil. Starting materials: NC1=C(C#N)C=CC=C1 (2-aminobenzonitrile), O=C(CC(=O)OCC)C (ethyl 3-oxobutanoate). Product: NC1=C(C(=NC2=CC=CC=C12)C)C(=O)OCC (ethyl 4-amino-2-methylquinoline-3-carboxylate). RXN SMILES: [NH2:1][C:2]1[CH:9]=[CH:8][CH:7]=[CH:6][C:3]=1[C:4]#[N:5].O=[C:11]([CH3:18])[CH2:12][C:13]([O:15][CH2:16][CH3:17])=[O:14]>>[NH2:5][C:4]1[C:3]2[C:2](=[CH:9][CH:8]=[CH:7][CH:6]=2)[N:1]=[C:11]([CH3:18])[C:12]=1[C:13]([O:15][CH2:16][CH3:17])=[O:14]. Reported procedure: Prepared as in Example 2a from 2-aminobenzonitrile and ethyl 3-oxobutanoate as a yellow solid (32%). 1H NMR (400 MHz, DMSO-d6) δ 1.33 (t, J=8.0 Hz, 3H), 2.61 (s, 3H), 4.34 (q, J=8.0 Hz, 2H), 7.41 (m, 1H), 7.66 (m, 2H), 7.74 (bs, 2H), 8.27 (d, J=8.0 Hz, 1H). MS 231 (MH+). Reactants: COc1cc2c(cc1OC)C(=O)C(Br)CC2, CCC(C)=O, [Na+], O=C([O-])O, O=c1[nH]c2ccccc2n1C1CCNCC1. Yields the product COc1cc2c(cc1OC)C(=O)C(N1CCC(n3c(=O)[nH]c4ccccc43)CC1)CC2. Reaction SMILES: [Br:1][CH:2]1[C:3](=[O:16])[c:4]2[cH:5][c:6]([O:14][CH3:15])[c:7]([O:12][CH3:13])[cH:8][c:9]2[CH2:10][CH2:11]1.[CH2:38]([C:39]([CH3:40])=[O:41])[CH3:42].[Na+:37].[O-:33][C:34]([OH:35])=[O:36].[O:17]=[c:18]1[nH:19][c:20]2[c:21]([n:22]1[CH:23]1[CH2:24][CH2:25][NH:26][CH2:27][CH2:28]1)[cH:29][cH:30][cH:31][cH:32]2>>[CH:2]1([N:26]2[CH2:25][CH2:24][CH:23]([n:22]3[c:18](=[O:17])[nH:19][c:20]4[c:21]3[cH:29][cH:30][cH:31][cH:32]4)[CH2:28][CH2:27]2)[C:3](=[O:16])[c:4]2[cH:5][c:6]([O:14][CH3:15])[c:7]([O:12][CH3:13])[cH:8][c:9]2[CH2:10][CH2:11]1.